This data is from the Open Reaction Database (ORD), a public repository of structured organic reaction records. The task is: describe an organic reaction: reactants, conditions, products, and yield Starting materials: O.OC1[C@H](O)[C@@H](O)[C@H](O[C@H]2[C@H](O)[C@@H](O)[C@@H](O)[C@H](O2)CO)[C@H](O1)CO (lactose monohydrate). Run in CC(=O)C (acetone). Product: OC1[C@H](O)[C@@H](O)[C@H](O[C@H]2[C@H](O)[C@@H](O)[C@@H](O)[C@H](O2)CO)[C@H](O1)CO (Lactose). Reaction SMILES: O.[OH:2][CH:3]1[O:22][C@H:21]([CH2:23][OH:24])[C@@H:8]([O:9][C@@H:10]2[O:18][C@H:17]([CH2:19][OH:20])[C@H:15]([OH:16])[C@H:13]([OH:14])[C@H:11]2[OH:12])[C@H:6]([OH:7])[C@H:4]1[OH:5]>CC(C)=O>[OH:2][CH:3]1[O:22][C@H:21]([CH2:23][OH:24])[C@@H:8]([O:9][C@@H:10]2[O:18][C@H:17]([CH2:19][OH:20])[C@H:15]([OH:16])[C@H:13]([OH:14])[C@H:11]2[OH:12])[C@H:6]([OH:7])[C@H:4]1[OH:5] |f:0.1|. Procedure: Micronised lactose monohydrate (2 g) was placed in a tubular glass screw-cap scintillation vial and acetone (1.2 ml) was applied to the headspace walls to avoid localised overwetting. The vial was capped immediately and rotated by hand at 45° to the vertical to give suitable powder flow to induce balling. An occasional sharp tap on the bench was needed to dislodge powder adhering to the vial or forming large agglomerates. As soon as all free powder had disappeared the pellets were immediately st... Starting materials: CC(C)(C)OC(=O)CBr, O=C([O-])[O-], CC(C)=O, [K+], [K+], OCC=Cc1cccc(O)c1. Product: CC(C)(C)OC(=O)COc1cccc(C=CCO)c1. As a reaction SMILES: [Br:1][CH2:2][C:3](=[O:4])[O:5][C:6]([CH3:7])([CH3:8])[CH3:9].[C:10](=[O:11])([O-:12])[O-:13].[CH3:27][C:28](=[O:29])[CH3:30].[K+:14].[K+:15].[OH:16][CH2:17][CH:18]=[CH:19][c:20]1[cH:21][c:22]([OH:26])[cH:23][cH:24][cH:25]1>>[CH2:2]([C:3](=[O:4])[O:5][C:6]([CH3:7])([CH3:8])[CH3:9])[O:26][c:22]1[cH:21][c:20]([CH:19]=[CH:18][CH2:17][OH:16])[cH:25][cH:24][cH:23]1. Reactants: O=C([O-])O, CCN=C=NCCCN(C)C, COc1cccc(C(=O)O)c1, CN(C)C=O, [Na+], C1CCOC1, O, On1nnc2cccnc21, NCCc1c[nH]c2ncccc12. Yields the product COc1cccc(C(=O)NCCc2c[nH]c3ncccc23)c1. Reaction SMILES: [C:45](=[O:46])([O-:47])[OH:48].[CH2:34]([N:35]=[C:36]=[N:37][CH2:38][CH2:39][CH2:40][N:41]([CH3:42])[CH3:43])[CH3:44].[CH3:13][O:14][c:15]1[cH:16][c:17]([C:18](=[O:19])[OH:20])[cH:21][cH:22][cH:23]1.[CH3:55][N:56]([CH3:57])[CH:58]=[O:59].[Na+:49].[O:50]1[CH2:51][CH2:52][CH2:53][CH2:54]1.[OH2:60].[OH:24][n:25]1[c:26]2[n:27][cH:28][cH:29][cH:30][c:31]2[n:32][n:33]1.[nH:1]1[cH:2][c:3]([CH2:10][CH2:11][NH2:12])[c:4]2[c:5]1[n:6][cH:7][cH:8][cH:9]2>>[nH:1]1[cH:2][c:3]([CH2:10][CH2:11][NH:12][C:18]([c:17]2[cH:16][c:15]([O:14][CH3:13])[cH:23][cH:22][cH:21]2)=[O:19])[c:4]2[c:5]1[n:6][cH:7][cH:8][cH:9]2.